This data is from the Open Reaction Database (ORD), a public repository of structured organic reaction records. The task is: describe an organic reaction: reactants, conditions, products, and yield Isolated yield 80.9%. Yields the product COC(COC=1C(=C(C(=NC1)CCC(=O)OC)C(=O)OC)C(=O)OC)=O (dimethyl 5-(2-methoxy-2-oxoethoxy)-2-(3-methoxy-3-oxopropyl)pyridine-3,4-dicarboxylate). Reactants: OC=1C(=C(C(=NC1)CCC(=O)OC)C(=O)OC)C(=O)OC (dimethyl 5-hydroxy-2-(3-methoxy-3-oxopropyl)pyridine-3,4-dicarboxylate), C([O-])([O-])=O.[K+].[K+] (potassium carbonate), BrCC(=O)OC (methyl bromoacetate). RXN SMILES: [OH:1][C:2]1[C:3]([C:18]([O:20][CH3:21])=[O:19])=[C:4]([C:14]([O:16][CH3:17])=[O:15])[C:5]([CH2:8][CH2:9][C:10]([O:12][CH3:13])=[O:11])=[N:6][CH:7]=1.C(=O)([O-])[O-].[K+].[K+].Br[CH2:29][C:30]([O:32][CH3:33])=[O:31]>CC(C)=O>[CH3:33][O:32][C:30](=[O:31])[CH2:29][O:1][C:2]1[C:3]([C:18]([O:20][CH3:21])=[O:19])=[C:4]([C:14]([O:16][CH3:17])=[O:15])[C:5]([CH2:8][CH2:9][C:10]([O:12][CH3:13])=[O:11])=[N:6][CH:7]=1 |f:1.2.3|. Run in CC(=O)C (acetone). Conditions: time 30 minute. Procedure details: To a mixture of dimethyl 5-hydroxy-2-(3-methoxy-3-oxopropyl)pyridine-3,4-dicarboxylate (5.10 g, 17.2 mmol) and potassium carbonate (12.3 g, 69.0 mmol) in acetone (100 mL) was added methyl bromoacetate (3.26 mL, 34.4 mmol) at room temperature, and the mixture was stirred for 30 min. The solvent was evaporated under reduced pressure, the residue was diluted with water, and the mixture was extracted with ethyl acetate. The extract was dried over anhydrous sodium sulfate. The solvent was evaporated ... Starting materials: ClC1=CC=C(C=2C(=C(C(=NC12)C)CC1=CC=C(C=C1)Cl)C)O (8-chloro-3-(4-chlorobenzyl)-2,4-dimethylquinolin-5-ol), CN(C=O)C (N,N-dimethylformamide), C([O-])([O-])=O.[K+].[K+] (potassium carbonate), BrCC#N (bromoacetonitrile). Run in C(C)(=O)OCC (ethyl acetate). Reaction conditions: time 2 hour. Yields the product ClC=1C=CC(=C2C(=C(C(=NC12)C)CC1=CC=C(C=C1)Cl)C)OCC#N ([8-chloro-3-(4-chlorobenzyl)-2,4-dimethylquinolin-5-yloxy]acetonitrile). RXN SMILES: [Cl:1][C:2]1[C:11]2[N:10]=[C:9]([CH3:12])[C:8]([CH2:13][C:14]3[CH:19]=[CH:18][C:17]([Cl:20])=[CH:16][CH:15]=3)=[C:7]([CH3:21])[C:6]=2[C:5]([OH:22])=[CH:4][CH:3]=1.CN(C)C=O.C(=O)([O-])[O-].[K+].[K+].Br[CH2:35][C:36]#[N:37]>C(OCC)(=O)C>[Cl:1][C:2]1[CH:3]=[CH:4][C:5]([O:22][CH2:35][C:36]#[N:37])=[C:6]2[C:11]=1[N:10]=[C:9]([CH3:12])[C:8]([CH2:13][C:14]1[CH:19]=[CH:18][C:17]([Cl:20])=[CH:16][CH:15]=1)=[C:7]2[CH3:21] |f:2.3.4|. Procedure: A mixture of 8-chloro-3-(4-chlorobenzyl)-2,4-dimethylquinolin-5-ol (0.80 g), N,N-dimethylformamide (10 mL), potassium carbonate (1.0 g) and bromoacetonitrile (0.25 mL) was stirred at room temperature for 2 hours. The mixture was diluted with ethyl acetate and this mixture was washed with water and saturated aqueous sodium chloride solution and then dried over magnesium sulfate. The solvent was removed under reduced pressure to afford title compound as a light brown solid, 0.90 g. As a reaction SMILES: [CH2:13]([CH:14]([CH3:15])[CH3:16])[NH2:17].[CH3:1][c:2]1[cH:3][c:4]2[c:5]([cH:11][cH:12]1)[C:6](=[O:7])[O:8][C:9]2=[O:10].[CH3:29][c:30]1[cH:31][cH:32][cH:33][cH:34][cH:35]1.[c:18]1([CH3:19])[cH:20][cH:21][c:22]([S:23]([OH:24])(=[O:25])=[O:26])[cH:27][cH:28]1>>[CH3:1][c:2]1[cH:3][c:4]2[c:5]([cH:11][cH:12]1)[C:6](=[O:8])[N:17]([CH2:13][CH:14]([CH3:15])[CH3:16])[C:9]2=[O:10]. Yields the product Cc1ccc2c(c1)C(=O)N(CC(C)C)C2=O. The reactants are CC(C)CN, Cc1ccc2c(c1)C(=O)OC2=O, Cc1ccccc1, Cc1ccc(S(=O)(=O)O)cc1. Starting materials: O=C(Cl)C(=O)Cl, ClCCl, COc1cc(-c2nn(C3CCC(N4CCN(C)CC4)CC3)c3ncnc(N)c23)ccc1N, CN(C)C=O, c1ccncc1, O=C(O)c1cc2ccccc2[nH]1. The product is COc1cc(-c2nn(C3CCC(N4CCN(C)CC4)CC3)c3ncnc(N)c23)ccc1NC(=O)c1cc2ccccc2[nH]1. RXN SMILES: [Cl:13][C:14]([C:15]([Cl:16])=[O:17])=[O:18].[Cl:56][CH2:57][Cl:58].[NH2:24][c:25]1[c:26]([O:54][CH3:55])[cH:27][c:28](-[c:31]2[n:32][n:33]([CH:41]3[CH2:42][CH2:43][CH:44]([N:47]4[CH2:48][CH2:49][N:50]([CH3:53])[CH2:51][CH2:52]4)[CH2:45][CH2:46]3)[c:34]3[n:35][cH:36][n:37][c:38]([NH2:40])[c:39]23)[cH:29][cH:30]1.[O:19]=[CH:20][N:21]([CH3:22])[CH3:23].[cH:59]1[cH:60][cH:61][n:62][cH:63][cH:64]1.[nH:1]1[c:2]([C:10](=[O:11])[OH:12])[cH:3][c:4]2[cH:5][cH:6][cH:7][cH:8][c:9]12>>[nH:1]1[c:2]([C:10](=[O:12])[NH:24][c:25]2[c:26]([O:54][CH3:55])[cH:27][c:28](-[c:31]3[n:32][n:33]([CH:41]4[CH2:42][CH2:43][CH:44]([N:47]5[CH2:48][CH2:49][N:50]([CH3:53])[CH2:51][CH2:52]5)[CH2:45][CH2:46]4)[c:34]4[n:35][cH:36][n:37][c:38]([NH2:40])[c:39]34)[cH:29][cH:30]2)[cH:3][c:4]2[cH:5][cH:6][cH:7][cH:8][c:9]12. The reactants are CC(C(=O)OCC)(C1=NN=NN1)C (α,α-dimethyltetrazole-5-acetic acid, ethyl ester), C(=O)([O-])[O-].[K+].[K+] (K2CO3), C(C1=CC=CC=C1)Br (benzyl bromide). Solvent: CC(=O)C (acetone). Conditions: temperature 50 celsius, time 18 hour. Product: C(C1=CC=CC=C1)N1N=C(N=N1)C(C(=O)OCC)(C)C (2-benzyl-α,α-dimethyl-2H-tetrazole-5-acetic acid, ethyl ester). Isolated yield 60.0%. As a reaction SMILES: [CH3:1][C:2]([CH3:13])([C:8]1[NH:12][N:11]=[N:10][N:9]=1)[C:3]([O:5][CH2:6][CH3:7])=[O:4].C([O-])([O-])=O.[K+].[K+].[CH2:20](Br)[C:21]1[CH:26]=[CH:25][CH:24]=[CH:23][CH:22]=1>CC(C)=O>[CH2:20]([N:10]1[N:11]=[N:12][C:8]([C:2]([CH3:1])([CH3:13])[C:3]([O:5][CH2:6][CH3:7])=[O:4])=[N:9]1)[C:21]1[CH:26]=[CH:25][CH:24]=[CH:23][CH:22]=1 |f:1.2.3|. Procedure details: To a stirred mixture of α,α-dimethyltetrazole-5-acetic acid, ethyl ester (J. Med. Chem. 1996, 39, 2354-2366.) (6.87 g, 37.3 mmol) and K2CO3 (12.3 g, 89.0 mmol) in acetone (200 mL) was added benzyl bromide (4.45 mL, 37.4 mmol) at ambient temperature. The resulting mixture was stirred at 50° C. for 18 h and concentrated under reduced pressure. The resulting residue was chromatographed on a column of silica gel eluting with hexane/ethyl acetate (10:1) to give 6.14 g (60%) of the title compound as a... Starting materials: C(C(C)(C)C)(=O)Cl (pivaloyl chloride), solution, C[Si](C)(C)[N-][Si](C)(C)C.[Li+] (lithium bis-trimethylsilylamide), C(C)(C)(C)SC1CC(N1CC(=O)OCC1=CC=C(C=C1)[N+](=O)[O-])=O (p-nitro-benzyl (4-tert-butylthio-2-oxo-1-azetidinyl)-acetate), C(C)(=O)O (acetic acid). The solvent is C1CCOC1 (THF), C1CCOC1 (THF), C1CCOC1 (THF), C1(=CC=CC=C1)C (toluene). Reaction conditions: time 30 minute. Yields the product C(C)(C)(C)SC1CC(N1C(C(=O)OCC1=CC=C(C=C1)[N+](=O)[O-])C(C(C)(C)C)=O)=O (p-Nitrobenzyl 2-(4-tert-butylthio-2-oxo-1-azetidinyl)-4,4-dimethyl-3-oxopentanoate). The yield is 60.7%. As a reaction SMILES: C[Si]([N-][Si](C)(C)C)(C)C.[Li+].[C:11]([S:15][CH:16]1[N:19]([CH2:20][C:21]([O:23][CH2:24][C:25]2[CH:30]=[CH:29][C:28]([N+:31]([O-:33])=[O:32])=[CH:27][CH:26]=2)=[O:22])[C:18](=[O:34])[CH2:17]1)([CH3:14])([CH3:13])[CH3:12].[C:35](Cl)(=[O:40])[C:36]([CH3:39])([CH3:38])[CH3:37].C(O)(=O)C>C1COCC1.C1(C)C=CC=CC=1>[C:11]([S:15][CH:16]1[N:19]([CH:20]([C:35](=[O:40])[C:36]([CH3:39])([CH3:38])[CH3:37])[C:21]([O:23][CH2:24][C:25]2[CH:26]=[CH:27][C:28]([N+:31]([O-:33])=[O:32])=[CH:29][CH:30]=2)=[O:22])[C:18](=[O:34])[CH2:17]1)([CH3:14])([CH3:12])[CH3:13] |f:0.1|. Procedure details: 6 ml of a freshly prepared 1 M solution of lithium bis-trimethylsilylamide in THF are added dropwise at -70° C. to a solution of 1.059 mg (3 mmol) of p-nitro-benzyl (4-tert-butylthio-2-oxo-1-azetidinyl)-acetate in 7 ml of dry THF and then a solution of 382 mg of pivaloyl chloride in 1 ml of THF is added dropwise at -70° C. and the reaction mixture is further stirred at the same temperature during the course of 30 minutes. The mixture is diluted with 200 ml of toluene and a little aqueous acetic ...